This data is from the Open Reaction Database (ORD), a public repository of structured organic reaction records. The task is: describe an organic reaction: reactants, conditions, products, and yield The reactants are CCCCCCCCC(C)O, [Cl-], C1COCCO1, O=C(O)c1cccc2sc3ccccc3c(=O)c12. The product is CCCCCCCCC(C)OC(=O)c1cccc2sc3ccccc3c(=O)c12. Reaction SMILES: [CH3:20][CH:21]([CH2:22][CH2:23][CH2:24][CH2:25][CH2:26][CH2:27][CH2:28][CH3:29])[OH:30].[Cl-:1].[O:31]1[CH2:32][CH2:33][O:34][CH2:35][CH2:36]1.[c:2]1([C:17](=[O:18])[OH:19])[cH:3][cH:4][cH:5][c:6]2[s:7][c:8]3[cH:9][cH:10][cH:11][cH:12][c:13]3[c:14](=[O:16])[c:15]12>>[c:2]1([C:17](=[O:18])[O:19][CH:21]([CH3:20])[CH2:22][CH2:23][CH2:24][CH2:25][CH2:26][CH2:27][CH2:28][CH3:29])[cH:3][cH:4][cH:5][c:6]2[s:7][c:8]3[cH:9][cH:10][cH:11][cH:12][c:13]3[c:14](=[O:16])[c:15]12. The reactants are C(C)(=O)N1CCC2=CC(=CC(=C12)C#N)CC(C)N=[N+]=[N-] (1-acetyl-5-(2-azidopropyl)indoline-7-carbonitrile). Reagents/catalysts: [Pd] (palladium on barium sulfate). The solvent is C(C)O (ethanol). Reaction conditions: time 8 hour. The product is C(C)(=O)N1CCC2=CC(=CC(=C12)C#N)CC(C)N (1-acetyl-5-(2-aminopropyl)indoline-7-carbonitrile). The yield is 99.6%. Reaction SMILES: [C:1]([N:4]1[C:12]2[C:7](=[CH:8][C:9]([CH2:15][CH:16]([N:18]=[N+]=[N-])[CH3:17])=[CH:10][C:11]=2[C:13]#[N:14])[CH2:6][CH2:5]1)(=[O:3])[CH3:2]>C(O)C.[Pd]>[C:1]([N:4]1[C:12]2[C:7](=[CH:8][C:9]([CH2:15][CH:16]([NH2:18])[CH3:17])=[CH:10][C:11]=2[C:13]#[N:14])[CH2:6][CH2:5]1)(=[O:3])[CH3:2]. Procedure: To a solution of 1-acetyl-5-(2-azidopropyl)indoline-7-carbonitrile (0.20 g) in ethanol (16 ml) was added 5% palladium on barium sulfate (102 mg), and the mixture was stirred at room temperature for 8 hours under an atmosphere of hydrogen. After the catalyst was filtered off, the filtrate was concentrated to dryness to give 0.18 g of 1-acetyl-5-(2-aminopropyl)indoline-7-carbonitrile melting at 94°-96° C. The reactants are C(C)(C)(C)[Si](C)(C)OCC[C@@H]1OC(O[C@H]1C1=C(C=CC=C1)Cl)(C)C (tert-butyl(2-((4S,5S)-5-(2-chlorophenyl)-2,2-dimethyl-1,3-dioxolan-4-yl)ethoxy)dimethylsilane), C(C)(C)(C)[Si](C)(C)OCC[C@H]1OC(O[C@@H]1C1=C(C=CC=C1)Cl)(C)C (tert-butyl(2-((4R,5R)-5-(2-chlorophenyl)-2,2-dimethyl-1,3-dioxolan-4-yl)ethoxy)dimethylsilane). Product: ClC1=C(C=CC=C1)[C@H]1[C@@H](OC(O1)(C)C)CCO (2-((4S,5S)-5-(2-chlorophenyl)-2,2-dimethyl-1,3-dioxolan-4-yl)ethanol). Yield: 80.0%. As a reaction SMILES: C([Si]([O:8][CH2:9][CH2:10][C@H:11]1[C@H:15]([C:16]2[CH:21]=[CH:20][CH:19]=[CH:18][C:17]=2[Cl:22])[O:14][C:13]([CH3:24])([CH3:23])[O:12]1)(C)C)(C)(C)C.C([Si](OCC[C@@H]1[C@@H](C2C=CC=CC=2Cl)OC(C)(C)O1)(C)C)(C)(C)C>>[Cl:22][C:17]1[CH:18]=[CH:19][CH:20]=[CH:21][C:16]=1[C@@H:15]1[O:14][C:13]([CH3:23])([CH3:24])[O:12][C@H:11]1[CH2:10][CH2:9][OH:8]. Reported procedure: The substantially same method as described in Example 352 was conducted, except that tert-butyl(2-((4S,5S)-5-(2-chlorophenyl)-2,2-dimethyl-1,3-dioxolan-4-yl)ethoxy)dimethylsilane (Preparation example 355) was used instead of that tert-butyl(2-((4R,5R)-5-(2-chlorophenyl)-2,2-dimethyl-1,3-dioxolan-4-yl)ethoxy)dimethyl silane (Preparation example 351), to obtain the title compound (0.3 g, 80˜95%). Starting materials: [OH-].[Na+] (NaOH), O (water), C1(=CC=CC=C1)O (phenol), C1(=C(C(=CC(=C1)C)C)S(=O)(=O)Cl)C (mesitylenesulfonyl chloride). Run in C1(=CC=CC=C1)C (toluene). Reaction conditions: time 1 hour. Yields the product C1(=C(C(=CC(=C1)C)C)S(=O)(=O)OC1=CC=CC=C1)C (phenyl mesitylenesulfonate). Reaction SMILES: [C:1]1([OH:7])[CH:6]=[CH:5][CH:4]=[CH:3][CH:2]=1.[OH-].[Na+].O.[C:11]1([CH3:23])[CH:16]=[C:15]([CH3:17])[CH:14]=[C:13]([CH3:18])[C:12]=1[S:19](Cl)(=[O:21])=[O:20]>C1(C)C=CC=CC=1>[C:11]1([CH3:23])[CH:16]=[C:15]([CH3:17])[CH:14]=[C:13]([CH3:18])[C:12]=1[S:19]([O:7][C:1]1[CH:6]=[CH:5][CH:4]=[CH:3][CH:2]=1)(=[O:20])=[O:21] |f:1.2|. Procedure details: 9.4 g of phenol is added to a mixture containing 9.17 g of 48% NaOH, 50 ml of water and 50 ml of toluene. To the resulting mixture is added 22.9 g of mesitylenesulfonyl chloride, and reaction is carried out at 60° to 65° C. for 1 hour. After separating the aqueous layer, toluene is removed from the toluene layer by distillation. The resulting desired compound is purified with methanol. The product is CCc1ccccc1-c1oc2ncnc(NCCCCCC(=O)OC)c2c1-c1ccc(OC)cc1. As a reaction SMILES: [CH2:35]([CH3:36])[c:37]1[c:38]([B:43]([OH:44])[OH:45])[cH:39][cH:40][cH:41][cH:42]1.[CH3:46][S:47]([CH3:48])=[O:49].[CH3:7][O:8][C:9]([CH2:10][CH2:11][CH2:12][CH2:13][CH2:14][NH:15][c:16]1[c:17]2[c:18]([n:19][cH:20][n:21]1)[o:22][c:23]([Br:33])[c:24]2-[c:25]1[cH:26][cH:27][c:28]([O:31][CH3:32])[cH:29][cH:30]1)=[O:34].[Na+:1].[Na+:2].[O-:3][C:4](=[O:5])[O-:6]>>[CH3:7][O:8][C:9]([CH2:10][CH2:11][CH2:12][CH2:13][CH2:14][NH:15][c:16]1[c:17]2[c:18]([n:19][cH:20][n:21]1)[o:22][c:23](-[c:38]1[c:37]([CH2:35][CH3:36])[cH:42][cH:41][cH:40][cH:39]1)[c:24]2-[c:25]1[cH:26][cH:27][c:28]([O:31][CH3:32])[cH:29][cH:30]1)=[O:34]. Reactants: CCc1ccccc1B(O)O, CS(C)=O, COC(=O)CCCCCNc1ncnc2oc(Br)c(-c3ccc(OC)cc3)c12, [Na+], [Na+], O=C([O-])[O-]. Reactants: ClC(c1ccccc1)(c1ccccc1)c1ccccc1, COC(=O)C(C)CO, CO, CN(C)C=O, O. Yields the product COC(=O)C(C)COC(c1ccccc1)(c1ccccc1)c1ccccc1. As a reaction SMILES: [C:9]([c:10]1[cH:11][cH:12][cH:13][cH:14][cH:15]1)([c:16]1[cH:17][cH:18][cH:19][cH:20][cH:21]1)([c:22]1[cH:23][cH:24][cH:25][cH:26][cH:27]1)[Cl:28].[CH3:1][CH:2]([C:3](=[O:4])[O:5][CH3:6])[CH2:7][OH:8].[CH3:29][OH:30].[CH3:32][N:33]([CH3:34])[CH:35]=[O:36].[OH2:31]>>[CH3:1][CH:2]([C:3](=[O:4])[O:5][CH3:6])[CH2:7][O:8][C:9]([c:10]1[cH:11][cH:12][cH:13][cH:14][cH:15]1)([c:16]1[cH:17][cH:18][cH:19][cH:20][cH:21]1)[c:22]1[cH:23][cH:24][cH:25][cH:26][cH:27]1. Reactants: N1CCOCC1 (Morpholine), ClC1=NC=C(C(=C1)N)F (2-chloro-5-fluoropyridin-4-amine), [Cl-].[NH4+] (ammonium chloride). The product is FC=1C(=CC(=NC1)N1CCOCC1)N (5-fluoro-2-morpholinopyridin-4-amine). RXN SMILES: [NH:1]1[CH2:6][CH2:5][O:4][CH2:3][CH2:2]1.Cl[C:8]1[CH:13]=[C:12]([NH2:14])[C:11]([F:15])=[CH:10][N:9]=1.[Cl-].[NH4+]>>[F:15][C:11]1[C:12]([NH2:14])=[CH:13][C:8]([N:1]2[CH2:6][CH2:5][O:4][CH2:3][CH2:2]2)=[N:9][CH:10]=1 |f:2.3|. Procedure details: Morpholine (3 ml) was added to 2-chloro-5-fluoropyridin-4-amine (262 mg) obtained in the 2nd step, followed by microwave irradiation (Initiator™, 235° C., 2 hours, 2.45 GHz, 0-240 W). A saturated ammonium chloride aqueous solution was added to the reaction solution, followed by extraction with ethyl acetate. The organic layers were washed with a saturated ammonium chloride aqueous solution and saturated saline and dried over anhydrous sodium sulfate. Next, the solvent was distilled away under re...